This data is from the Open Reaction Database (ORD), a public repository of structured organic reaction records. The task is: describe an organic reaction: reactants, conditions, products, and yield The reactants are BrB(Br)Br, ClCCl, COc1cccc2c(=O)n(-c3cc(C(=O)NC4CC4)ccc3C)cnc12. Product: Cc1ccc(C(=O)NC2CC2)cc1-n1cnc2c(O)cccc2c1=O. As a reaction SMILES: [B:27]([Br:28])([Br:29])[Br:30].[CH2:31]([Cl:32])[Cl:33].[CH:1]1([NH:4][C:5]([c:6]2[cH:7][c:8](-[n:13]3[cH:14][n:15][c:16]4[c:17]([O:24][CH3:25])[cH:18][cH:19][cH:20][c:21]4[c:22]3=[O:23])[c:9]([CH3:12])[cH:10][cH:11]2)=[O:26])[CH2:2][CH2:3]1>>[CH:1]1([NH:4][C:5]([c:6]2[cH:7][c:8](-[n:13]3[cH:14][n:15][c:16]4[c:17]([OH:24])[cH:18][cH:19][cH:20][c:21]4[c:22]3=[O:23])[c:9]([CH3:12])[cH:10][cH:11]2)=[O:26])[CH2:2][CH2:3]1. Reactants: C(C1=CC=CC=C1)O[C@@H](C)[C@@H](CCOC=1C=C2C=CC=NC2=CC1)N1C=NC(=C1)C(=O)N (1-[(2S,3R)-2-benzyloxy-5-(6-quinolyloxy)-3-pentyl]imidazole-4-carboxamide). Reagents/catalysts: [OH-].[OH-].[Pd+2] (palladium hydroxide on carbon). Solvent: C1=CCCCC1 (cyclohexene), C(C)O (ethanol). Product: O[C@@H](C)[C@@H](CCOC=1C=C2C=CC=NC2=CC1)N1C=NC(=C1)C(=O)N (1-[(2S,3R)-2-hydroxy-5-(6-quinolyloxy)-3-pentyl]imidazole-4-carboxamide). The yield is 86.6%. As a reaction SMILES: C([O:8][C@H:9]([C@H:11]([N:25]1[CH:29]=[C:28]([C:30]([NH2:32])=[O:31])[N:27]=[CH:26]1)[CH2:12][CH2:13][O:14][C:15]1[CH:16]=[C:17]2[C:22](=[CH:23][CH:24]=1)[N:21]=[CH:20][CH:19]=[CH:18]2)[CH3:10])C1C=CC=CC=1>C1CCCCC=1.C(O)C.[OH-].[OH-].[Pd+2]>[OH:8][C@H:9]([C@H:11]([N:25]1[CH:29]=[C:28]([C:30]([NH2:32])=[O:31])[N:27]=[CH:26]1)[CH2:12][CH2:13][O:14][C:15]1[CH:16]=[C:17]2[C:22](=[CH:23][CH:24]=1)[N:21]=[CH:20][CH:19]=[CH:18]2)[CH3:10] |f:3.4.5|. Procedure details: To a solution of 1-[(2S,3R)-2-benzyloxy-5-(6-quinolyloxy)-3-pentyl]imidazole-4-carboxamide (58 mg, 0.135 mmol) in cyclohexene (2.5 ml) and ethanol (5 ml) was added 20% palladium hydroxide on carbon (50 mg). The resulting mixture was stirred at reflux for 8 h. After cooling to room temperature, the mixture was filtered through Celite and washed with ethanol. The filtrate was concentrated in vacuo and then the residue was purified by silica gel (1.5 g) chromatography eluted with chloroform/methano... Starting materials: C1COCCO1, CC1(C)CNC(=O)C1, [Cu]I, COc1cn(-c2ccc(I)cc2F)nc(-c2ccnn2-c2ccccc2)c1=O, [K+], [K+], [K+], NC1CCCCC1N, [Na+], O=C([O-])O, O=P([O-])([O-])[O-]. Product: COc1cn(-c2ccc(N3CC(C)(C)CC3=O)cc2F)nc(-c2ccnn2-c2ccccc2)c1=O. Reaction SMILES: [CH2:58]1[O:59][CH2:60][CH2:61][O:62][CH2:63]1.[CH3:29][C:30]1([CH3:36])[CH2:31][C:32](=[O:35])[NH:33][CH2:34]1.[Cu:64][I:65].[F:1][c:2]1[c:3](-[n:9]2[n:10][c:11](-[c:18]3[cH:19][cH:20][n:21][n:22]3-[c:23]3[cH:24][cH:25][cH:26][cH:27][cH:28]3)[c:12](=[O:17])[c:13]([O:15][CH3:16])[cH:14]2)[cH:4][cH:5][c:6]([I:8])[cH:7]1.[K+:50].[K+:51].[K+:52].[NH2:37][CH:38]1[CH2:39][CH2:40][CH2:41][CH2:42][CH:43]1[NH2:44].[Na+:57].[O-:53][C:54]([OH:55])=[O:56].[P:45]([O-:46])([O-:47])([O-:48])=[O:49]>>[F:1][c:2]1[c:3](-[n:9]2[n:10][c:11](-[c:18]3[cH:19][cH:20][n:21][n:22]3-[c:23]3[cH:24][cH:25][cH:26][cH:27][cH:28]3)[c:12](=[O:17])[c:13]([O:15][CH3:16])[cH:14]2)[cH:4][cH:5][c:6]([N:33]2[C:32](=[O:35])[CH2:31][C:30]([CH3:29])([CH3:36])[CH2:34]2)[cH:7]1.